This data is from the Open Reaction Database (ORD), a public repository of structured organic reaction records. The task is: describe an organic reaction: reactants, conditions, products, and yield The reactants are CC(CC(C1=CC=CC=C1)=NO)C (3-methylbutyrophenone oxime), BrCCBr (1,2-dibromoethane), [OH-].[Na+] (sodium hydroxide). The reagents and catalysts are [Br-].C(CCC)[N+](CCCC)(CCCC)CCCC (N,N,N,N-tetrabutylammoniumbromide). Solvent: O (Water). Run at temperature 0 celsius, time 3 day. The product is BrCCON=C(CC(C)C)C1=CC=CC=C1 (3-methylbutyrophenone O-(2-bromoethyl)oxime). Reaction SMILES: [CH3:1][CH:2]([CH3:13])[CH2:3][C:4](=[N:11][OH:12])[C:5]1[CH:10]=[CH:9][CH:8]=[CH:7][CH:6]=1.[Br:14][CH2:15][CH2:16]Br.[OH-].[Na+]>[Br-].C([N+](CCCC)(CCCC)CCCC)CCC.O>[Br:14][CH2:15][CH2:16][O:12][N:11]=[C:4]([C:5]1[CH:10]=[CH:9][CH:8]=[CH:7][CH:6]=1)[CH2:3][CH:2]([CH3:13])[CH3:1] |f:2.3,4.5|. Procedure details: A mixture of the above oxime (5.0 g, 28 mmol), 1,2-dibromoethane (25 ml) and N,N,N,N-tetrabutylammoniumbromide (1.0 g, 3 mmol) was cooled to 0° C. and 9N sodium hydroxide (35 ml) was carefully added. The mixture was stirred vigorously at room temperature for 3 days. Water (50 ml) was added and the resulting mixture extracted with dichloromethane (2×100 ml). To the combined organic phases was added water (50 ml) and pH in the aqueous phase was adjusted to 5 with 10% aqueous citric acid. The organ... Starting materials: ClCCCCI, CCCCCl, [H-], O=[N+]([O-])c1ccc2cc[nH]c2c1, [Na+], CN(C)C=O, c1ccc2[nH]ccc2c1. The product is O=[N+]([O-])c1ccc2ccn(CCCCCl)c2c1. As a reaction SMILES: [Cl:15][CH2:16][CH2:17][CH2:18][CH2:19][I:20].[Cl:35][CH2:36][CH2:37][CH2:38][CH3:39].[H-:1].[N+:3](=[O:4])([O-:5])[c:6]1[cH:7][cH:8][c:9]2[cH:10][cH:11][nH:12][c:13]2[cH:14]1.[Na+:2].[O:30]=[CH:31][N:32]([CH3:33])[CH3:34].[nH:21]1[c:22]2[c:23]([cH:24][cH:25][cH:26][cH:27]2)[cH:28][cH:29]1>>[N+:3](=[O:4])([O-:5])[c:6]1[cH:7][cH:8][c:9]2[cH:10][cH:11][n:12]([CH2:19][CH2:18][CH2:17][CH2:16][Cl:15])[c:13]2[cH:14]1. Reactants: [BH4-], CCO, N#CC(C#N)=Cc1ccc(F)c(F)c1, [Na+]. Product: N#CC(C#N)Cc1ccc(F)c(F)c1. Reaction SMILES: [BH4-:15].[CH3:17][CH2:18][OH:19].[F:1][c:2]1[cH:3][c:4]([CH:5]=[C:6]([C:7]#[N:8])[C:9]#[N:10])[cH:11][cH:12][c:13]1[F:14].[Na+:16]>>[F:1][c:2]1[cH:3][c:4]([CH2:5][CH:6]([C:7]#[N:8])[C:9]#[N:10])[cH:11][cH:12][c:13]1[F:14]. The reactants are COc1ccc(Br)cc1, CN(C)C=O, Cc1ncc[nH]1, [Cu]Br. The product is COc1ccc(-n2ccnc2C)cc1. As a reaction SMILES: [Br:7][c:8]1[cH:9][cH:10][c:11]([O:14][CH3:15])[cH:12][cH:13]1.[CH3:18][N:19]([CH3:20])[CH:21]=[O:22].[CH3:1][c:2]1[nH:3][cH:4][cH:5][n:6]1.[Cu:16][Br:17]>>[CH3:1][c:2]1[n:3](-[c:8]2[cH:9][cH:10][c:11]([O:14][CH3:15])[cH:12][cH:13]2)[cH:4][cH:5][n:6]1.